Dataset: the Open Reaction Database (ORD), a public repository of structured organic reaction records. Task: describe an organic reaction: reactants, conditions, products, and yield Starting materials: C(C)N(CC)S(F)(F)F (diethylaminosulphur trifluoride), [Si](C)(C)(C(C)(C)C)OC1C=2C(=C(C(=NC2CC(C1)(C)C)C1CCCC1)C(O)C1=CC=C(C=C1)C(F)(F)F)C1=CC=C(C=C1)F ([5-(tert-butyldimethylsilanyloxy)-2-cyclopentyl-4-(4-fluorophenyl)-7,7-dimethyl-5,6,7, 8-tetrahydroquinolin-3-yl]-(4-trifluoromethylphenyl)-methanol). Solvent: C1(=CC=CC=C1)C (toluene), C1(=CC=CC=C1)C (toluene). The product is [Si](C)(C)(C(C)(C)C)OC1C=2C(=C(C(=NC2CC(C1)(C)C)C1CCCC1)C(C1=CC=C(C=C1)C(F)(F)F)F)C1=CC=C(C=C1)F (5-(tert-Butyldimethylsilanyloxy)-2-cyclopentyl-4-(4-fluorophenyl)-3-[fluoro-(4-trifluoromethylphenyl)-methyl]-7,7-dimethyl-5,6,7,8-tetrahydroquinoline). Reaction SMILES: C(N(S(F)(F)[F:7])CC)C.[Si:10]([O:17][CH:18]1[CH2:27][C:26]([CH3:29])([CH3:28])[CH2:25][C:24]2[N:23]=[C:22]([CH:30]3[CH2:34][CH2:33][CH2:32][CH2:31]3)[C:21]([CH:35]([C:37]3[CH:42]=[CH:41][C:40]([C:43]([F:46])([F:45])[F:44])=[CH:39][CH:38]=3)O)=[C:20]([C:47]3[CH:52]=[CH:51][C:50]([F:53])=[CH:49][CH:48]=3)[C:19]1=2)([C:13]([CH3:16])([CH3:15])[CH3:14])([CH3:12])[CH3:11]>C1(C)C=CC=CC=1>[Si:10]([O:17][CH:18]1[CH2:27][C:26]([CH3:29])([CH3:28])[CH2:25][C:24]2[N:23]=[C:22]([CH:30]3[CH2:34][CH2:33][CH2:32][CH2:31]3)[C:21]([CH:35]([F:7])[C:37]3[CH:42]=[CH:41][C:40]([C:43]([F:45])([F:44])[F:46])=[CH:39][CH:38]=3)=[C:20]([C:47]3[CH:48]=[CH:49][C:50]([F:53])=[CH:51][CH:52]=3)[C:19]1=2)([C:13]([CH3:14])([CH3:15])[CH3:16])([CH3:12])[CH3:11]. Reported procedure: 1.46 g of diethylaminosulphur trifluoride dissolved in 10 ml of toluene were added dropwise at −5° C. to 3.8 g of [5-(tert-butyldimethylsilanyloxy)-2-cyclopentyl-4-(4-fluorophenyl)-7,7-dimethyl-5,6,7, 8-tetrahydroquinolin-3-yl]-(4-trifluoromethylphenyl)-methanol dissolved in 37.8 ml of toluene. The reaction was quenched after 30 minutes using saturated aqueous sodium hydrogencarbonate solution and the organic phase was washed again using saturated aqueous sodium hydrogencarbonate solution and dr... Starting materials: ClC1=CC(=C(C(=N1)OC)[N+](=O)[O-])N (6-chloro-2-methoxy-3-nitro-4-pyridinamine), ClC1=C(C=CC=C1)B(O)O (2-chlorophenylboronic acid), C([O-])([O-])=O.[Na+].[Na+] (sodium carbonate), C1(=CC=CC=C1)C (toluene), 1,1′-bis-(di-tert-butylphosphino)ferrocenepalladium(II) chloride. Run in C(C)O (ethanol), O (water), C(C)(=O)OCC (ethyl acetate), O (water), ClCCl (dichloromethane). Conditions: temperature 69 celsius, time 17 hour. Product: ClC1=C(C=CC=C1)C1=CC(=C(C(=N1)OC)[N+](=O)[O-])N (6-(2-Chlorophenyl)-2-methoxy-3-nitropyridin-4-amine). RXN SMILES: Cl[C:2]1[N:7]=[C:6]([O:8][CH3:9])[C:5]([N+:10]([O-:12])=[O:11])=[C:4]([NH2:13])[CH:3]=1.[Cl:14][C:15]1[CH:20]=[CH:19][CH:18]=[CH:17][C:16]=1B(O)O.C(=O)([O-])[O-].[Na+].[Na+].C1(C)C=CC=CC=1>ClCCl.C(OCC)(=O)C.O.C(O)C>[Cl:14][C:15]1[CH:20]=[CH:19][CH:18]=[CH:17][C:16]=1[C:2]1[N:7]=[C:6]([O:8][CH3:9])[C:5]([N+:10]([O-:12])=[O:11])=[C:4]([NH2:13])[CH:3]=1 |f:2.3.4|. Procedure: A 5 L, four neck round bottom flask equipped with mechanical stirrer, water condenser with nitrogen inlet, thermocouple, and stopper was charged with 6-chloro-2-methoxy-3-nitro-4-pyridinamine (125.30 g, 0.615 mol), 2-chlorophenylboronic acid (116.36 g, 0.744 mol), sodium carbonate (164.97 g, 1.54 mol), toluene (1.80 L), water (0.8 L), and ethanol (0.625 L) and the resulting mixture stirred to achieve a red slurry. The slurry was heated to a mild reflux for 15 min to degas solution and then the t... Starting materials: IC1=CC(=CC=C1)[N+](=O)[O-] (1-iodo-3-nitrobenzene), BrC(C(=O)OCC)(F)F (ethyl 2-bromo-2,2-difluoroacetate). The reagents and catalysts are [Cu] (Copper). Run in CS(=O)C (DMSO). Conditions: temperature 70 celsius. Yields the product FC(C(=O)OCC)(C1=CC(=CC=C1)[N+](=O)[O-])F (ethyl 2,2-difluoro-2-(3-nitrophenyl)acetate). The yield is 50.0%. RXN SMILES: I[C:2]1[CH:7]=[CH:6][CH:5]=[C:4]([N+:8]([O-:10])=[O:9])[CH:3]=1.Br[C:12]([F:19])([F:18])[C:13]([O:15][CH2:16][CH3:17])=[O:14]>CS(C)=O.[Cu]>[F:18][C:12]([F:19])([C:2]1[CH:7]=[CH:6][CH:5]=[C:4]([N+:8]([O-:10])=[O:9])[CH:3]=1)[C:13]([O:15][CH2:16][CH3:17])=[O:14]. Procedure details: To a solution of 1-iodo-3-nitrobenzene (1.450 g, 5.82 mmol) and ethyl 2-bromo-2,2-difluoroacetate (1.3 g, 6.40 mmol) in anhydrous DMSO (10 ml) was added Copper powder (0.740 g, 11.64 mmol). The mixture was purged with N2 and heated at 70° C. in a sealed vial for 17 h. After being cooled to room temperature, the reaction mixture was poured into 20% aqueous NH4Cl solution (100 mL) and was extracted with EtOAc (2×100 mL). The organic extract was washed with brine (2×30 mL), dried over Na2SO4 and co... The reactants are FC1=CC=C(C=C1)C1=NN2C(C=CC=C2)=C1C1=CC=C(C=C1)S(=O)(=O)N (4-[2-(4-fluorophenyl)pyrazolo[1,5-a]pyridin-3-yl]benzenesulfonamide), BrBr (bromine). Run in C(Cl)(Cl)Cl (chloroform), C(Cl)(Cl)Cl (chloroform). Yields the product BrC=1C=CC=2N(C1)N=C(C2C2=CC=C(C=C2)S(=O)(=O)N)C2=CC=C(C=C2)F (4-[6-Bromo-2-(4-fluorophenyl)pyrazolo[1,5-a]pyridin-3-yl]benzenesulfonamide). The yield is 33.0%. RXN SMILES: [F:1][C:2]1[CH:7]=[CH:6][C:5]([C:8]2[C:16]([C:17]3[CH:22]=[CH:21][C:20]([S:23]([NH2:26])(=[O:25])=[O:24])=[CH:19][CH:18]=3)=[C:11]3[CH:12]=[CH:13][CH:14]=[CH:15][N:10]3[N:9]=2)=[CH:4][CH:3]=1.[Br:27]Br>C(Cl)(Cl)Cl>[Br:27][C:14]1[CH:13]=[CH:12][C:11]2[N:10]([N:9]=[C:8]([C:5]3[CH:6]=[CH:7][C:2]([F:1])=[CH:3][CH:4]=3)[C:16]=2[C:17]2[CH:22]=[CH:21][C:20]([S:23]([NH2:26])(=[O:25])=[O:24])=[CH:19][CH:18]=2)[CH:15]=1. Reported procedure: A mixture of 4-[2-(4-fluorophenyl)pyrazolo[1,5-a]pyridin-3-yl]benzenesulfonamide (0.062 g 0.17 mmol) and bromine (0.03 g 0.17 mmol) in chloroform (3 ml) was heated under reflux for 24 hours. The reaction mixture was diluted with chloroform (20 ml), washed with M sodium thiosulphate (10 ml), water (10 ml) and dried. Removal of solvent gave a brown solid which was purified by SPE chromatography. Elution with cyclohexane/ethyl acetate (10/1) gave the title compound as a white solid (0.025 g 32%). M... Reactants: CCOC(=O)Cc1csc(NC(=O)C(CC2CCCC2)c2ccc([N+](=O)[O-])cc2)n1, CO, O=S(=O)(O)O. Product: COC(=O)Cc1csc(NC(=O)C(CC2CCCC2)c2ccc([N+](=O)[O-])cc2)n1. Reaction SMILES: [CH2:1]([CH3:2])[O:3][C:4]([CH2:5][c:6]1[n:7][c:8]([NH:11][C:12]([CH:13]([CH2:14][CH:15]2[CH2:16][CH2:17][CH2:18][CH2:19]2)[c:20]2[cH:21][cH:22][c:23]([N+:26](=[O:27])[O-:28])[cH:24][cH:25]2)=[O:29])[s:9][cH:10]1)=[O:30].[CH3:36][OH:37].[S:31](=[O:32])(=[O:33])([OH:34])[OH:35]>>[CH3:1][O:3][C:4]([CH2:5][c:6]1[n:7][c:8]([NH:11][C:12]([CH:13]([CH2:14][CH:15]2[CH2:16][CH2:17][CH2:18][CH2:19]2)[c:20]2[cH:21][cH:22][c:23]([N+:26](=[O:27])[O-:28])[cH:24][cH:25]2)=[O:29])[s:9][cH:10]1)=[O:30]. Isolated yield 97.0%. Product: CC([C@@H](C(=O)OCC1=CC=CC=C1)NC(=O)[C@@H](CC(=O)OC(C)(C)C)CC=C)(C)C (tert-butyl (3R)-3-({[(1S)-2,2-dimethyl-1-(benzyloxycarbonyl)propyl]amino}carbonyl)hex-5-enoate). Reaction conditions: time 20 hour. Starting materials: CN(C)CCCN=C=NCC (N-(Dimethylaminopropyl)-N′-ethylcarbodiimide), C(C)(C)(C)OC(C[C@H](C(=O)O)CC=C)=O ((2R)-2-[2-(tert-butoxy)-2-oxoethyl]pent-4-enoic acid), C(C1=CC=CC=C1)OC([C@@H](N)C(C)(C)C)=O (tert-leucine benzyl ester), CN1CCOCC1 (N-methylmorpholine), O.ON1N=NC2=C1C=CC=C2 (1-hydroxybenzotriazole hydrate). RXN SMILES: CN(CCCN=C=NCC)C.[C:12]([O:16][C:17](=[O:26])[CH2:18][C@@H:19]([CH2:23][CH:24]=[CH2:25])[C:20]([OH:22])=O)([CH3:15])([CH3:14])[CH3:13].[CH2:27]([O:34][C:35](=[O:42])[C@H:36]([C:38]([CH3:41])([CH3:40])[CH3:39])[NH2:37])[C:28]1[CH:33]=[CH:32][CH:31]=[CH:30][CH:29]=1.CN1CCOCC1.O.ON1C2C=CC=CC=2N=N1>ClCCl.C(OCC)(=O)C>[CH3:39][C:38]([CH3:41])([CH3:40])[C@H:36]([NH:37][C:20]([C@H:19]([CH2:23][CH:24]=[CH2:25])[CH2:18][C:17]([O:16][C:12]([CH3:13])([CH3:14])[CH3:15])=[O:26])=[O:22])[C:35]([O:34][CH2:27][C:28]1[CH:33]=[CH:32][CH:31]=[CH:30][CH:29]=1)=[O:42] |f:4.5|. The solvent is ClCCl (dichloromethane), C(C)(=O)OCC (ethyl acetate). Reported procedure: N-(Dimethylaminopropyl)-N′-ethylcarbodiimide (2.298 g, 12 mmol) was added to a stirred mixture of (2R)-2-[2-(tert-butoxy)-2-oxoethyl]pent-4-enoic acid (2.13 g, 10 mmol tert-leucine benzyl ester (2.834 g, 11 mmol)(N. Moss et al., J. Med. Chem., 1996, 39, 2178), N-methylmorpholine (2.40 mL, 22 mmol) and 1-hydroxybenzotriazole hydrate (1.836 g, 12 mmol) in anhydrous dichloromethane (50 mL) under nitrogen at 0° C. The mixture was allowed to warm slowly to room temperature with the cooling bath in pl... Starting materials: BrC=1C=CC=2N(C1)C(=NN2)C(C=2C=CC=1N(N2)C=C(N1)C(=O)OC)(F)F (methyl 6-((6-bromo-[1,2,4]triazolo[4,3-a]pyridin-3-yl)difluoromethyl)imidazo[1,2-b]pyridazine-2-carboxylate), [Li+].[OH-] (LiOH). Product: BrC=1C=CC=2N(C1)C(=NN2)C(C=2C=CC=1N(N2)C=C(N1)C(=O)O)(F)F (6-((6-bromo-[1,2,4]triazolo[4,3-a]pyridin-3-yl)difluoromethyl)imidazo[1,2-b]pyridazine-2-carboxylic acid). Procedure: A solution of 3.methyl 6-((6-bromo-[1,2,4]triazolo[4,3-a]pyridin-3-yl)difluoromethyl)imidazo[1,2-b]pyridazine-2-carboxylate (4.0 g, 9.45 mmol) and LiOH (0.340 g, 14.18 mmol) in 10% H2O/MeOH (150 mL) was stirred at ambient temperature for 4 hrs. Solvent was removed via rotary evaporation, and the resulting residue was diluted with H2O (100 mL). The aqueous phase was adjusted to pH=5 with concentrated HCl. The resulting precipitate was collected, rinsed with water, rinsed with EtOAc, and dried und... The solvent is O.CO (H2O MeOH). Reaction SMILES: [Br:1][C:2]1[CH:3]=[CH:4][C:5]2[N:6]([C:8]([C:11]([F:26])([F:25])[C:12]3[CH:13]=[CH:14][C:15]4[N:16]([CH:18]=[C:19]([C:21]([O:23]C)=[O:22])[N:20]=4)[N:17]=3)=[N:9][N:10]=2)[CH:7]=1.[Li+].[OH-]>O.CO>[Br:1][C:2]1[CH:3]=[CH:4][C:5]2[N:6]([C:8]([C:11]([F:26])([F:25])[C:12]3[CH:13]=[CH:14][C:15]4[N:16]([CH:18]=[C:19]([C:21]([OH:23])=[O:22])[N:20]=4)[N:17]=3)=[N:9][N:10]=2)[CH:7]=1 |f:1.2,3.4|. The yield is 90.5%. Starting materials: OBO, CC(C)(C)OC(=O)Nc1ccc(I)cc1[N+](=O)[O-], COCOc1cccc(F)c1. The product is COCOc1cc(F)ccc1-c1ccc(NC(=O)OC(C)(C)C)c([N+](=O)[O-])c1. As a reaction SMILES: [BH:19]([OH:20])[OH:21].[C:1]([CH3:2])([CH3:3])([CH3:4])[O:5][C:6]([NH:7][c:8]1[c:9]([N+:15](=[O:16])[O-:17])[cH:10][c:11]([I:14])[cH:12][cH:13]1)=[O:18].[F:22][c:23]1[cH:24][c:25]([O:29][CH2:30][O:31][CH3:32])[cH:26][cH:27][cH:28]1>>[C:1]([CH3:2])([CH3:3])([CH3:4])[O:5][C:6]([NH:7][c:8]1[c:9]([N+:15](=[O:16])[O-:17])[cH:10][c:11](-[c:26]2[c:25]([O:29][CH2:30][O:31][CH3:32])[cH:24][c:23]([F:22])[cH:28][cH:27]2)[cH:12][cH:13]1)=[O:18].